From a dataset of the Open Reaction Database (ORD), a public repository of structured organic reaction records. describe an organic reaction: reactants, conditions, products, and yield Reactants: C(=C)N1C(CCC1)=O (N-vinylpyrrolidone), C(C(=C)C)(=O)OCCCCCCCCCCCC (dodecyl methacrylate), C(C(C)[*:2])[*:1] (polypropylene), N(=NC(C#N)(C)C)C(C#N)(C)C (azobisisobutyronitrile). Solvent: O (water), O (water). Product: C(C(=C)C)(=O)OCC=C (allyl methacrylate). As a reaction SMILES: C(N1CCCC1=O)=C.[C:9]([O:14][CH2:15][CH2:16][CH2:17]CCCCCCCCC)(=[O:13])[C:10]([CH3:12])=[CH2:11].N(C(C)(C)C#N)=NC(C)(C)C#N>O>[C:9]([O:14][CH2:15][CH:16]=[CH2:17])(=[O:13])[C:10]([CH3:12])=[CH2:11]. Reported procedure: The dimer of allyl methacrylate, which was prepared according to Example 1, was added in the amount of 3 wt.-% (based on to the entire mixture) to the mixture containing 90 wt.-% N-vinylpyrrolidone and 10 wt.-% dodecyl methacrylate. The mixture was polymerized in a polypropylene mold at 60° C. for 16 h in the presence of 0.4 wt.-% azobisisobutyronitrile. The resulting gel contained, after swelling with water, 76 wt.-% water at G=0.048 MPa. The soluble extractable portion was 2%. The product is CCN(CC)C(=O)c1ccc(C=C(C)c2ccc3c(c2)C(C)(C)CCC3(C)C)cc1. Reactants: CCNCC, CC(=Cc1ccc(C(=O)O)cc1)c1ccc2c(c1)C(C)(C)CCC2(C)C. As a reaction SMILES: [CH2:27]([CH3:28])[NH:29][CH2:30][CH3:31].[CH3:1][C:2]1([CH3:26])[c:3]2[cH:4][cH:5][c:6]([C:14](=[CH:15][c:16]3[cH:17][cH:18][c:19]([C:20](=[O:21])[OH:22])[cH:23][cH:24]3)[CH3:25])[cH:7][c:8]2[C:9]([CH3:12])([CH3:13])[CH2:10][CH2:11]1>>[CH3:1][C:2]1([CH3:26])[c:3]2[cH:4][cH:5][c:6]([C:14](=[CH:15][c:16]3[cH:17][cH:18][c:19]([C:20](=[O:21])[N:29]([CH2:27][CH3:28])[CH2:30][CH3:31])[cH:23][cH:24]3)[CH3:25])[cH:7][c:8]2[C:9]([CH3:12])([CH3:13])[CH2:10][CH2:11]1. Reactants: COC(=O)c1ccccc1N1CCC2(CC1)OCC(C)O2, [Na+], [Na+], O=C([O-])[O-], O. The product is COC(=O)c1ccccc1N1CCC(=O)CC1. As a reaction SMILES: [CH2:1]1[O:2][C:5]2([O:4][CH:3]1[CH3:21])[CH2:6][CH2:7][N:8]([c:11]1[c:12]([C:17](=[O:18])[O:19][CH3:20])[cH:13][cH:14][cH:15][cH:16]1)[CH2:9][CH2:10]2.[Na+:22].[Na+:23].[O-:24][C:25](=[O:26])[O-:27].[OH2:28]>>[O:4]=[C:5]1[CH2:6][CH2:7][N:8]([c:11]2[c:12]([C:17](=[O:18])[O:19][CH3:20])[cH:13][cH:14][cH:15][cH:16]2)[CH2:9][CH2:10]1.